Task: describe an organic reaction: reactants, conditions, products, and yield. Dataset: the Open Reaction Database (ORD), a public repository of structured organic reaction records Reactants: COC(C(C)(C1=CC(=CC=C1)Br)N)=O ((RS)-2-amino-2-(3-bromo-phenyl)-propionic acid methyl ester), [H-].[Al+3].[Li+].[H-].[H-].[H-] (lithiumaluminiumhydride), sodium hydroxy, O (water). Run in O1CCCC1 (tetrahydrofuran). Run at temperature -7 celsius, time 30 minute. Yields the product NC(CO)(C)C1=CC(=CC=C1)Br ((RS)-2-amino-2-(3-bromo-phenyl)-propan-1-ol). The yield is 103.6%. Reaction SMILES: C[O:2][C:3](=O)[C:4]([NH2:13])([C:6]1[CH:11]=[CH:10][CH:9]=[C:8]([Br:12])[CH:7]=1)[CH3:5].[H-].[Al+3].[Li+].[H-].[H-].[H-].O>O1CCCC1>[NH2:13][C:4]([C:6]1[CH:11]=[CH:10][CH:9]=[C:8]([Br:12])[CH:7]=1)([CH3:5])[CH2:3][OH:2] |f:1.2.3.4.5.6|. Procedure details: A solution of the (RS)-2-amino-2-(3-bromo-phenyl)-propionic acid methyl ester (9.39 g, mmol) in tetrahydrofuran (360 ml) was treated portionwise at −5° C. with lithiumaluminiumhydride (1.41 g, 36 mmol; 282 mg/2 min). After complete addition, stirring was continued at 0-5° C. for 30 minutes. For the workup, the reaction mixture was cooled to −7° C., and water (9 ml) was added dropwise. Thereafter, 2 N sodium hydroxy solution (9 ml) was added and stirring continued for 15 minutes at room temperatu... Reactants: CO, [K+], [K+], O, O=S(=O)([O-])OOS(=O)(=O)[O-], COC(=O)CSCCCCCCn1nc(-c2ccccc2)c(-c2ccccc2)c1-c1ccccc1. Product: COC(=O)CS(=O)(=O)CCCCCCn1nc(-c2ccccc2)c(-c2ccccc2)c1-c1ccccc1. Reaction SMILES: [CH3:49][OH:50].[K+:11].[K+:12].[OH2:48].[S:1](=[O:2])([O:3][O:4][S:5]([O-:6])(=[O:7])=[O:8])([O-:9])=[O:10].[c:13]1(-[c:19]2[n:20][n:21]([CH2:36][CH2:37][CH2:38][CH2:39][CH2:40][CH2:41][S:42][CH2:43][C:44](=[O:45])[O:46][CH3:47])[c:22](-[c:30]3[cH:31][cH:32][cH:33][cH:34][cH:35]3)[c:23]2-[c:24]2[cH:25][cH:26][cH:27][cH:28][cH:29]2)[cH:14][cH:15][cH:16][cH:17][cH:18]1>>[O:2]=[S:42]([CH2:41][CH2:40][CH2:39][CH2:38][CH2:37][CH2:36][n:21]1[n:20][c:19](-[c:13]2[cH:14][cH:15][cH:16][cH:17][cH:18]2)[c:23](-[c:24]2[cH:25][cH:26][cH:27][cH:28][cH:29]2)[c:22]1-[c:30]1[cH:31][cH:32][cH:33][cH:34][cH:35]1)([CH2:43][C:44](=[O:45])[O:46][CH3:47])=[O:48]. Yield: 5.0%. Procedure details: The title compound was prepared from 4-biphenylcarboxaldehyde and triethylphosphonoacetate using the procedure described for ethyl (E)-3-(4-benzylphenyl)acrylate (S38). Column chromatography (SiO2, 4×12 cm, 5% EtOAc-hexanes) afforded S45 (2.90 g, 11.5 mmol, 83%) as a yellow oil: 1H NMR (CDCl3, 400 MHz) 166.9, 144.0, 142.8, 140.0, 133.3, 128.8, 128.4, 127.7, 127.4, 126.9, 118.0, 60.4, 14.2. RXN SMILES: C1(C2C=CC=CC=2)C=CC(C=O)=CC=1.[CH2:15]([C:22]1[CH:27]=[CH:26][C:25](/[CH:28]=[CH:29]/[C:30]([O:32][CH2:33][CH3:34])=[O:31])=[CH:24][CH:23]=1)[C:16]1[CH:21]=[CH:20][CH:19]=[CH:18]C=1>>[C:22]1([C:15]2[CH:16]=[CH:21][CH:20]=[CH:19][CH:18]=2)[CH:23]=[CH:24][C:25](/[CH:28]=[CH:29]/[C:30]([O:32][CH2:33][CH3:34])=[O:31])=[CH:26][CH:27]=1. Product: C1(=CC=C(C=C1)/C=C/C(=O)OCC)C1=CC=CC=C1 (Ethyl (E)-3-(biphenyl-4-yl)acrylate), EtOAc-hexanes. Starting materials: C(C1=CC=CC=C1)C1=CC=C(C=C1)/C=C/C(=O)OCC (ethyl (E)-3-(4-benzylphenyl)acrylate), C1(=CC=C(C=C1)C=O)C1=CC=CC=C1 (4-biphenylcarboxaldehyde), triethylphosphonoacetate. The reactants are FC=1C(=NC(=NC1)OCC1=CC=C(C=C1)F)N (5-fluoro-2-(4-fluorobenzyloxy)pyrimidin-4-ylamine), COC(N(C)C)OC (N,N-dimethylformamide dimethyl acetal), ice water. The solvent is CN(C=O)C (N,N-dimethylformamide). Conditions: temperature 0 celsius, time 16 hour. Yields the product FC=1C(=NC(=NC1)OCC1=CC=C(C=C1)F)N=CN(C)C (N′-[5-Fluoro-2-(4-fluorobenzyloxy)pyrimidin-4-yl]-N,N dimethyl-formamidine). Yield: 89.6%. RXN SMILES: [F:1][C:2]1[C:3]([NH2:17])=[N:4][C:5]([O:8][CH2:9][C:10]2[CH:15]=[CH:14][C:13]([F:16])=[CH:12][CH:11]=2)=[N:6][CH:7]=1.CO[CH:20](OC)[N:21]([CH3:23])[CH3:22]>CN(C)C=O>[F:1][C:2]1[C:3]([N:17]=[CH:20][N:21]([CH3:23])[CH3:22])=[N:4][C:5]([O:8][CH2:9][C:10]2[CH:11]=[CH:12][C:13]([F:16])=[CH:14][CH:15]=2)=[N:6][CH:7]=1. Reported procedure: To a magnetically stirred solution of 5-fluoro-2-(4-fluorobenzyloxy)pyrimidin-4-ylamine (1.00 g, 4.2 mmol) in N,N-dimethylformamide (DMF, 20 mL) was added N,N-dimethylformamide dimethyl acetal (0.55 g, 4.6 mmol) and stirring was continued 16 h at RT. The solution was poured into 100 mL of ice water, whereupon a white precipitate was produced. The mixture was cooled at 0° C. for 1 h and then filtered to produce the title compound (1.10 g, 89%) as a white solid: mp 113-115° C.; 1H NMR (CDCl3) δ 8.... Starting materials: material, BrCCC1=CC=C(C=C1)C(C)=O (p-(2-bromoethyl)-acetophenone), [N-]=[N+]=[N-].[Na+] (sodium azide). Run in CS(=O)C (dimethylsulfoxide). Yields the product N(=[N+]=[N-])CCC1=CC=C(C=C1)C(C)=O (p-(2-azidoethyl)acetophenone). RXN SMILES: Br[CH2:2][CH2:3][C:4]1[CH:9]=[CH:8][C:7]([C:10](=[O:12])[CH3:11])=[CH:6][CH:5]=1.[N-:13]=[N+:14]=[N-:15].[Na+]>CS(C)=O>[N:13]([CH2:2][CH2:3][C:4]1[CH:9]=[CH:8][C:7]([C:10](=[O:12])[CH3:11])=[CH:6][CH:5]=1)=[N+:14]=[N-:15] |f:1.2|. Reported procedure: For the preparation of the starting material of Example 10a, p-(2-bromoethyl)-acetophenone was reacted with sodium azide in dimethylsulfoxide to give p-(2-azidoethyl)acetophenone. Oxidation with sodium hypobromite gave p-(2-azidoethyl)benzoic acid (m.p. 130°-131°, from acetone-hexane), which was converted with thionyl chloride into the corresponding acid chloride and subsequently with ammonia into p-(2-azidoethyl)benzamide. Treatment with triphenylphosphine and hydrolysis gave p-(2-aminoethyl)be... Reactants: C=C(C(=O)C=1C(=C(C2=C(CC(O2)C(=O)O)C1)C)C)C(C)C (2,3-dihydro-5-(2-methyleneisovaleryl)-6,7-dimethylbenzofuran-2-carboxylic acid), S(O)(O)(=O)=O (sulfuric acid). Solvent: ice water. Reaction conditions: temperature 57 celsius. The product is CC1=C(C=2C(C(CC2C2=C1OC(C2)C(=O)O)C(C)C)=O)C (4,5-Dimethyl-6-oxo-7-isopropyl-1,2,7,8-tetrahydro-6H-indeno[5,4-b]furan-2-carboxylic acid). As a reaction SMILES: [CH2:1]=[C:2]([CH:19]([CH3:21])[CH3:20])[C:3]([C:5]1[C:6]([CH3:18])=[C:7]([CH3:17])[C:8]2[O:12][CH:11]([C:13]([OH:15])=[O:14])[CH2:10][C:9]=2[CH:16]=1)=[O:4].S(=O)(=O)(O)O>>[CH3:17][C:7]1[C:8]2[O:12][CH:11]([C:13]([OH:15])=[O:14])[CH2:10][C:9]=2[C:16]2[CH2:1][CH:2]([CH:19]([CH3:21])[CH3:20])[C:3](=[O:4])[C:5]=2[C:6]=1[CH3:18]. Procedure: A mixture of 2,3-dihydro-5-(2-methyleneisovaleryl)-6,7-dimethylbenzofuran-2-carboxylic acid (5.0 g.) and concentrated sulfuric acid (25.0 ml.) is heated at 57°C. for 6 hours then poured into ice water (300 ml.). The 4,5-dimethyl-6-oxo-7-isopropyl-1,2,7,8-tetrahydro-6H-indeno[5,4-b]furan-2-carboxylic acid which separates is filtered and dried. The reactants are N (ammonia), Cl.C(CCCCCCCCCCCCCCC)NC1=CC=C(C=C1)CC(=O)Cl ((4-hexadecylaminophenyl)acetyl chloride hydrochloride). Solvent: C(Cl)Cl (methylene chloride). The product is C(CCCCCCCCCCCCCCC)NC1=CC=C(C=C1)CC(=O)N (2-(4-hexadecylaminophenyl)acetamide). Reaction SMILES: Cl.[CH2:2]([NH:18][C:19]1[CH:24]=[CH:23][C:22]([CH2:25][C:26](Cl)=[O:27])=[CH:21][CH:20]=1)[CH2:3][CH2:4][CH2:5][CH2:6][CH2:7][CH2:8][CH2:9][CH2:10][CH2:11][CH2:12][CH2:13][CH2:14][CH2:15][CH2:16][CH3:17].[NH3:29]>C(Cl)Cl>[CH2:2]([NH:18][C:19]1[CH:24]=[CH:23][C:22]([CH2:25][C:26]([NH2:29])=[O:27])=[CH:21][CH:20]=1)[CH2:3][CH2:4][CH2:5][CH2:6][CH2:7][CH2:8][CH2:9][CH2:10][CH2:11][CH2:12][CH2:13][CH2:14][CH2:15][CH2:16][CH3:17] |f:0.1|. Procedure: A sample of (4-hexadecylaminophenyl)acetyl chloride hydrochloride is slurried in methylene chloride at 0° as anhydrous ammonia gas is bubbled in for one half hour. At the end of this time, the reaction mixture is washed with water and then aqueous sodium bicarbonate. The organic phase is then dried, filtered and evaporated, providing 2-(4-hexadecylaminophenyl)acetamide. Yields the product CN(C)CCCC1(c2ccc(F)cc2)OCc2cc(C#N)ccc21. Reactants: [Br-], C1CCOC1, CCCC[N+](CCCC)(CCCC)CCCC, CN(C)CCCCl, CN(C)CCN(C)C, COC(C)(C)C, CN(C)C=O, N#Cc1ccc2c(c1)COC2c1ccc(F)cc1, [H-], [Na+]. Reaction SMILES: [Br-:41].[CH2:36]1[O:37][CH2:38][CH2:39][CH2:40]1.[CH2:42]([N+:43]([CH2:44][CH2:45][CH2:46][CH3:47])([CH2:48][CH2:49][CH2:50][CH3:51])[CH2:52][CH2:53][CH2:54][CH3:55])[CH2:56][CH2:57][CH3:58].[CH3:21][N:22]([CH2:23][CH2:24][CH2:25][Cl:26])[CH3:27].[CH3:28][N:29]([CH3:30])[CH2:31][CH2:32][N:33]([CH3:34])[CH3:35].[CH3:59][O:60][C:61]([CH3:62])([CH3:63])[CH3:64].[CH3:65][N:66]([CH3:67])[CH:68]=[O:69].[F:3][c:4]1[cH:5][cH:6][c:7]([CH:10]2[O:11][CH2:12][c:13]3[cH:14][c:15]([C:19]#[N:20])[cH:16][cH:17][c:18]32)[cH:8][cH:9]1.[H-:1].[Na+:2]>>[F:3][c:4]1[cH:5][cH:6][c:7]([C:10]2([CH2:25][CH2:24][CH2:23][N:22]([CH3:21])[CH3:27])[O:11][CH2:12][c:13]3[cH:14][c:15]([C:19]#[N:20])[cH:16][cH:17][c:18]32)[cH:8][cH:9]1. Reactants: COC(=O)c1ccc(C(=O)Nc2ccc3c(c2)C(c2ccccc2)=CC3(C)C)cc1, CO, [Na+], C1CCOC1, [OH-]. The product is CC1(C)C=C(c2ccccc2)c2cc(NC(=O)c3ccc(C(=O)O)cc3)ccc21. RXN SMILES: [CH3:1][C:2]1([CH3:30])[CH:3]=[C:4]([c:24]2[cH:25][cH:26][cH:27][cH:28][cH:29]2)[c:5]2[cH:6][c:7]([NH:11][C:12](=[O:13])[c:14]3[cH:15][cH:16][c:17]([C:18](=[O:19])[O:20][CH3:21])[cH:22][cH:23]3)[cH:8][cH:9][c:10]21.[CH3:38][OH:39].[Na+:32].[O:33]1[CH2:34][CH2:35][CH2:36][CH2:37]1.[OH-:31]>>[CH3:1][C:2]1([CH3:30])[CH:3]=[C:4]([c:24]2[cH:25][cH:26][cH:27][cH:28][cH:29]2)[c:5]2[cH:6][c:7]([NH:11][C:12](=[O:13])[c:14]3[cH:15][cH:16][c:17]([C:18](=[O:19])[OH:20])[cH:22][cH:23]3)[cH:8][cH:9][c:10]21.